This data is from the Open Reaction Database (ORD), a public repository of structured organic reaction records. The task is: describe an organic reaction: reactants, conditions, products, and yield As a reaction SMILES: [CH2:32]([CH3:33])[N:34]=[C:35]=[O:36].[NH2:1][CH:2]1[CH2:3][CH2:4][CH:5]([CH2:8][NH:9][c:10]2[n:11][c:12]([NH:19][CH2:20][c:21]3[c:22]([O:27][C:28]([F:29])([F:30])[F:31])[cH:23][cH:24][cH:25][cH:26]3)[n:13][cH:14][c:15]2[N+:16](=[O:17])[O-:18])[CH2:6][CH2:7]1.[O:37]=[CH:38][N:39]([CH3:40])[CH3:41]>>[NH:1]([CH:2]1[CH2:3][CH2:4][CH:5]([CH2:8][NH:9][c:10]2[n:11][c:12]([NH:19][CH2:20][c:21]3[c:22]([O:27][C:28]([F:29])([F:30])[F:31])[cH:23][cH:24][cH:25][cH:26]3)[n:13][cH:14][c:15]2[N+:16](=[O:17])[O-:18])[CH2:6][CH2:7]1)[C:35]([NH:34][CH2:32][CH3:33])=[O:36]. Reactants: CCN=C=O, NC1CCC(CNc2nc(NCc3ccccc3OC(F)(F)F)ncc2[N+](=O)[O-])CC1, CN(C)C=O. Yields the product CCNC(=O)NC1CCC(CNc2nc(NCc3ccccc3OC(F)(F)F)ncc2[N+](=O)[O-])CC1. Reactants: S(=O)(=O)(C1=CC=C(C)C=C1)OCCO[C@@H]1C[C@H]2CC[C@H]3[C@]4(CC[C@@H]([C@@]4(C)CC[C@@H]3[C@]2(CC1)C)C1=COC=C1)O (3β-(2-tosyloxyethoxy)-17β-(3-furyl)-5β-androstan-14β-ol), SCCN1CCCC1 (1-(2-mercaptoethyl)pyrrolidine), [H-].[Na+] (sodium hydride). Solvent: CN(C)C=O (DMF), CN(C=O)C (dimethylformamide). Yields the product N1(CCCC1)CCSCCO[C@@H]1C[C@H]2CC[C@H]3[C@]4(CC[C@@H]([C@@]4(C)CC[C@@H]3[C@]2(CC1)C)C1=COC=C1)O (3β-(2-(2-(1-Pyrrolidinyl)ethylthio)ethoxy)-17β-(3-furyl)-5β-androstan-14β-ol). Reaction SMILES: [SH:1][CH2:2][CH2:3][N:4]1[CH2:8][CH2:7][CH2:6][CH2:5]1.[H-].[Na+].S(O[CH2:22][CH2:23][O:24][C@H:25]1[CH2:42][CH2:41][C@@:40]2([CH3:43])[C@H:27]([CH2:28][CH2:29][C@@H:30]3[C@@H:39]2[CH2:38][CH2:37][C@@:35]2([CH3:36])[C@:31]3([OH:49])[CH2:32][CH2:33][C@@H:34]2[C:44]2[CH:48]=[CH:47][O:46][CH:45]=2)[CH2:26]1)(C1C=CC(C)=CC=1)(=O)=O>CN(C)C=O>[N:4]1([CH2:3][CH2:2][S:1][CH2:22][CH2:23][O:24][C@H:25]2[CH2:42][CH2:41][C@@:40]3([CH3:43])[C@H:27]([CH2:28][CH2:29][C@@H:30]4[C@@H:39]3[CH2:38][CH2:37][C@@:35]3([CH3:36])[C@:31]4([OH:49])[CH2:32][CH2:33][C@@H:34]3[C:44]3[CH:48]=[CH:47][O:46][CH:45]=3)[CH2:26]2)[CH2:8][CH2:7][CH2:6][CH2:5]1 |f:1.2|. Procedure details: To a solution of 0.28 g of 1-(2-mercaptoethyl)pyrrolidine in 20 ml of dimethylformamide, 0.086 g of sodium hydride (60% dispersion in mineral oil) were added under nitrogen atmosphere, and the mixture stirred at room temperature for half an hr; a DMF solution of 1.0 g of 3β-(2-tosyloxyethoxy)-17β-(3-furyl)-5β-androstan-14β-ol, prepared as described in Ex. 7, was added and the mixture was stirred for another 4 hrs; the reaction mixture was quenched with water and extracted with methylene chloride... Starting materials: FC1=CC=C(C=C1)C1=NC2=C(N1O)C=C(C=C2)C(C2=CC=CC=C2)N2C=NC=C2 (2-(4-fluorophenyl)-6-[(1H-imidazol-1-yl)-phenylmethyl]-1H-benzimidazol-1-ol), [OH-].[Na+] (sodium hydroxide), CO (methanol). Solvent: O (water). Run at time 15 minute. Yields the product N1C=NC2=C1C=CC=C2 (1H-benzimidazole). Reaction SMILES: FC1C=CC([C:8]2[N:12](O)[C:11]3[CH:14]=[C:15](C(N4C=CN=C4)C4C=CC=CC=4)[CH:16]=[CH:17][C:10]=3[N:9]=2)=CC=1.[OH-].[Na+].CO>O>[NH:9]1[C:10]2[CH:17]=[CH:16][CH:15]=[CH:14][C:11]=2[N:12]=[CH:8]1 |f:1.2|. Reported procedure: A mixture of 2.7 parts of 2-(4-fluorophenyl)-6-[(1H-imidazol-1-yl)-phenylmethyl]-1H-benzimidazol-1-ol, 7 parts of a sodium hydroxide solution in water 1N and 20 parts of methanol was stirred for 15 minutes at room temperature. After evaporation, the residue was taken up in methylbenzene and the solvent was evaporated (this proces was repeated twice). The residue was dissolved in 22.5 parts of N,N-dimethylformamide and a solution of 0.89 parts of (chloromethyl)benzene in a small amount of N,N-dim... Starting materials: Cc1ccccc1, COC(=O)C(=O)c1ccc(SC)c(Cl)c1, Cl, [Na+], [OH-]. Product: CSc1ccc(C(=O)C(=O)O)cc1Cl. As a reaction SMILES: [CH3:19][c:20]1[cH:21][cH:22][cH:23][cH:24][cH:25]1.[CH3:1][O:2][C:3]([C:4](=[O:5])[c:6]1[cH:7][c:8]([Cl:14])[c:9]([S:12][CH3:13])[cH:10][cH:11]1)=[O:15].[ClH:18].[Na+:17].[OH-:16]>>[O:2]=[C:3]([C:4](=[O:5])[c:6]1[cH:7][c:8]([Cl:14])[c:9]([S:12][CH3:13])[cH:10][cH:11]1)[OH:15]. Reactants: N#C[Cu], Nc1ccc(-c2nc3ccccc3s2)cc1I, Nc1ccc(-c2nc3ccccc3s2)cc1Cl, CN(C)C=O. Product: N#Cc1cc(-c2nc3ccccc3s2)ccc1N. As a reaction SMILES: [Cu:18][C:19]#[N:20].[NH2:1][c:2]1[c:3]([I:17])[cH:4][c:5](-[c:8]2[s:9][c:10]3[c:11]([n:12]2)[cH:13][cH:14][cH:15][cH:16]3)[cH:6][cH:7]1.[NH2:21][c:22]1[cH:23][cH:24][c:25](-[c:26]2[s:27][c:28]3[cH:29][cH:30][cH:31][cH:32][c:33]3[n:34]2)[cH:35][c:36]1[Cl:37].[O:38]=[CH:39][N:40]([CH3:41])[CH3:42]>>[NH2:1][c:2]1[c:3]([C:19]#[N:20])[cH:4][c:5](-[c:8]2[s:9][c:10]3[c:11]([n:12]2)[cH:13][cH:14][cH:15][cH:16]3)[cH:6][cH:7]1.